The task is: describe an organic reaction: reactants, conditions, products, and yield. This data is from the Open Reaction Database (ORD), a public repository of structured organic reaction records. The reactants are [Al+3], O=C(Cl)CCCCCBr, ClCCl, COc1cccc(C(C)C)c1OC, [Cl-], [Cl-], [Cl-], O. The product is COc1cc(C(=O)CCCCCBr)cc(C(C)C)c1OC. As a reaction SMILES: [Al+3:15].[Br:18][CH2:19][CH2:20][CH2:21][CH2:22][CH2:23][C:24](=[O:25])[Cl:26].[CH2:28]([Cl:29])[Cl:30].[CH3:1][CH:2]([CH3:3])[c:4]1[c:5]([O:12][CH3:13])[c:6]([O:10][CH3:11])[cH:7][cH:8][cH:9]1.[Cl-:14].[Cl-:16].[Cl-:17].[OH2:27]>>[CH3:1][CH:2]([CH3:3])[c:4]1[c:5]([O:12][CH3:13])[c:6]([O:10][CH3:11])[cH:7][c:8]([C:24]([CH2:23][CH2:22][CH2:21][CH2:20][CH2:19][Br:18])=[O:25])[cH:9]1.